From a dataset of the Open Reaction Database (ORD), a public repository of structured organic reaction records. describe an organic reaction: reactants, conditions, products, and yield The reactants are FC=1C=C(C=CC1C=1SC2=NC(=CC=C2N1)C1(CC1)C1=CC=CC=C1)C1(CC1)NCCC(=O)OC (methyl 3-(1-(3-fluoro-4-(5-(1-phenylcyclopropyl)thiazolo[5,4-b]pyridine-2-yl)phenyl)cyclopropylamino)propanoate), [OH-].[Li+] (lithium hydroxide). The solvent is O1CCCC1 (tetrahydrofuran), CO (methanol). Conditions: time 3 hour. The product is FC=1C=C(C=CC1C=1SC2=NC(=CC=C2N1)C1(CC1)C1=CC=CC=C1)C1(CC1)NCCC(=O)O (3-(1-(3-fluoro-4-(5-(1-phenylcyclopropyl)thiazolo[5,4-b]pyridine-2-yl)phenyl)cyclopropylamino)propanoic acid). As a reaction SMILES: [F:1][C:2]1[CH:3]=[C:4]([C:26]2([NH:29][CH2:30][CH2:31][C:32]([O:34]C)=[O:33])[CH2:28][CH2:27]2)[CH:5]=[CH:6][C:7]=1[C:8]1[S:9][C:10]2[C:15]([N:16]=1)=[CH:14][CH:13]=[C:12]([C:17]1([C:20]3[CH:25]=[CH:24][CH:23]=[CH:22][CH:21]=3)[CH2:19][CH2:18]1)[N:11]=2.[OH-].[Li+]>O1CCCC1.CO>[F:1][C:2]1[CH:3]=[C:4]([C:26]2([NH:29][CH2:30][CH2:31][C:32]([OH:34])=[O:33])[CH2:27][CH2:28]2)[CH:5]=[CH:6][C:7]=1[C:8]1[S:9][C:10]2[C:15]([N:16]=1)=[CH:14][CH:13]=[C:12]([C:17]1([C:20]3[CH:25]=[CH:24][CH:23]=[CH:22][CH:21]=3)[CH2:19][CH2:18]1)[N:11]=2 |f:1.2|. Procedure: A solution of methyl 3-(1-(3-fluoro-4-(5-(1-phenylcyclopropyl)thiazolo[5,4-b]pyridine-2-yl)phenyl)cyclopropylamino)propanoate (0.031 g, 0.064 mmol) in tetrahydrofuran (0.2 mL) and methanol (0.1 mL) was added 1 M lithium hydroxide solution (0.19 mL, 0.19 mmol) and stirred at room temperature for 3 hours. The reaction mixture was concentrated in vacuo and the resulting slurry was diluted with water and neutralized (to pH=˜7) with aqueous 1 N HCl solution. The aqueous suspension was extracted with ...